From a dataset of the Open Reaction Database (ORD), a public repository of structured organic reaction records. describe an organic reaction: reactants, conditions, products, and yield Reactants: O (water), ClC1=CC(=C(C=C1OC)N1N=C(N(C1=O)C(F)F)C)F (1-(4-chloro-2-fluoro-5-methoxyphenyl)-4-difluoromethyl-4,5-dihydro-3-methyl-1,2,4-triazol-5(1H)-one), ( 0.045 ), B(Br)(Br)Br (boron tribromide). Run in C(Cl)Cl (methylene chloride), C(Cl)Cl (methylene chloride). Reaction conditions: temperature 10 celsius, time 4 hour. Yields the product ClC1=CC(=C(C=C1O)N1N=C(N(C1=O)C(F)F)C)F (1-(4-chloro-2-fluoro-5-hydroxyphenyl)-4-difluoromethyl-4,5-dihydro-3-methyl-1,2,4-triazol-5(1H)-one). Isolated yield 99.9%. Reaction SMILES: [Cl:1][C:2]1[C:7]([O:8]C)=[CH:6][C:5]([N:10]2[C:14](=[O:15])[N:13]([CH:16]([F:18])[F:17])[C:12]([CH3:19])=[N:11]2)=[C:4]([F:20])[CH:3]=1.B(Br)(Br)Br.O>C(Cl)Cl>[Cl:1][C:2]1[C:7]([OH:8])=[CH:6][C:5]([N:10]2[C:14](=[O:15])[N:13]([CH:16]([F:17])[F:18])[C:12]([CH3:19])=[N:11]2)=[C:4]([F:20])[CH:3]=1. Procedure: A stirred mixture of 4.6 g (0.015 mole) of 1-(4-chloro-2-fluoro-5-methoxyphenyl)-4-difluoromethyl-4,5-dihydro-3-methyl-1,2,4-triazol-5(1H)-one in 200 mL of methylene chloride was cooled to 10° C. and a solution of 11.2 g (0.045) mole of boron tribromide in 45 mL of methylene chloride was added. Upon complete addition the reaction mixture was stirred for four hours as it warmed to ambient temperature. After this time 100 mL of water was added, and stirring was continued for an additional 18 hours... Starting materials: N[C@@H](CC(=O)O)C1=CC=CC=C1 ((S)-3-amino-3-phenylpropionic acid), [OH-].[Na+] (sodium hydroxide), Cl (hydrochloric acid), [N+](=O)([O-])C=1C=C(C(=O)N[C@@H](CC(=O)ON2C(CCC2=O)=O)C2=CC=CC=C2)C=C(C1)[N+](=O)[O-] (2,5-dioxopyrrolidin-1-yl(S)-3-(3,5-dinitrobenzamido)-3-phenylpropionate), [OH-].[Na+] (sodium hydroxide). Run in O (water), O (water), O1CCCC1 (tetrahydrofuran). Run at time 15 minute. Yields the product [N+](=O)([O-])C=1C=C(C(=O)N[C@@H](CC(=O)N[C@@H](CC(=O)O)C2=CC=CC=C2)C2=CC=CC=C2)C=C(C1)[N+](=O)[O-] ((S)-3-[(S)-3-(3,5-dinitrobenzamido)-3-phenylpropanamido]-3-phenylpropionic Acid). RXN SMILES: [NH2:1][C@H:2]([C:7]1[CH:12]=[CH:11][CH:10]=[CH:9][CH:8]=1)[CH2:3][C:4]([OH:6])=[O:5].[OH-].[Na+].[N+:15]([C:18]1[CH:19]=[C:20]([CH:42]=[C:43]([N+:45]([O-:47])=[O:46])[CH:44]=1)[C:21]([NH:23][C@H:24]([C:36]1[CH:41]=[CH:40][CH:39]=[CH:38][CH:37]=1)[CH2:25][C:26](ON1C(=O)CCC1=O)=[O:27])=[O:22])([O-:17])=[O:16].Cl>O.O1CCCC1>[N+:15]([C:18]1[CH:19]=[C:20]([CH:42]=[C:43]([N+:45]([O-:47])=[O:46])[CH:44]=1)[C:21]([NH:23][C@H:24]([C:36]1[CH:41]=[CH:40][CH:39]=[CH:38][CH:37]=1)[CH2:25][C:26]([NH:1][C@H:2]([C:7]1[CH:12]=[CH:11][CH:10]=[CH:9][CH:8]=1)[CH2:3][C:4]([OH:6])=[O:5])=[O:27])=[O:22])([O-:17])=[O:16] |f:1.2|. Procedure details: 5.65 g of (S)-3-amino-3-phenylpropionic acid were suspended in 70 ml of water, the pH of the suspension was adjusted to 10.5-11 by adding sodium hydroxide solution, and 70 ml of tetrahydrofuran were added. The mixture was cooled to 0-5° C. in an icebath and 13 g of 2,5-dioxopyrrolidin-1-yl(S)-3-(3,5-dinitrobenzamido)-3-phenylpropionate were added in portions with stirring over a period of 15 min. On completion of addition, the pH of the reaction mixture was kept between 9-9.5 by adding sodium hy... Reactants: COc1ccc2c(c1)CCC1C2CCC2(C)C=CCC12, B1C2CCCC1CCC2, [Na+], C1CCOC1, [OH-], O, OO. Yields the product COc1ccc2c(c1)CCC1C2CCC2(C)CC(O)CC12. RXN SMILES: [CH3:1][O:2][c:3]1[cH:4][c:5]2[c:18]([cH:19][cH:20]1)[CH:17]1[CH:8]([CH2:7][CH2:6]2)[CH:9]2[CH2:10][CH:11]=[CH:12][C:13]2([CH3:14])[CH2:15][CH2:16]1.[CH:21]12[BH:22][CH:23]([CH2:24][CH2:25][CH2:26]1)[CH2:27][CH2:28][CH2:29]2.[Na+:31].[O:34]1[CH2:35][CH2:36][CH2:37][CH2:38]1.[OH-:30].[OH2:39].[OH:32][OH:33]>>[CH3:1][O:2][c:3]1[cH:4][c:5]2[c:18]([cH:19][cH:20]1)[CH:17]1[CH:8]([CH2:7][CH2:6]2)[CH:9]2[CH2:10][CH:11]([OH:30])[CH2:12][C:13]2([CH3:14])[CH2:15][CH2:16]1.